This data is from the Open Reaction Database (ORD), a public repository of structured organic reaction records. The task is: describe an organic reaction: reactants, conditions, products, and yield Reactants: O1CCCC=C1 (dihydropyran), C(C)(C)(C)[Li] (tert-butyl lithium), O1CC1(CCI)CC (1,2-epoxy-2-(ethyl)-4-iodobutane). The solvent is O1CCCC1 (tetrahydrofuran), CN(P(=O)(N(C)C)N(C)C)C (hexamethylphosphoramide), CCCCCC (hexane), O1CCCC1 (tetrahydrofuran). Run at time 2 hour. The product is C(C)C1(CCC2=CCCCO2)CO1 (6-(3-Ethyl-(3,4-epoxybutyl))-3,4-dihydro-2H-pyran). Yield: 86.5%. As a reaction SMILES: [O:1]1[CH:6]=[CH:5][CH2:4][CH2:3][CH2:2]1.C([Li])(C)(C)C.[O:12]1[C:14]([CH2:18][CH3:19])([CH2:15][CH2:16]I)[CH2:13]1>CCCCCC.O1CCCC1.CN(C)P(N(C)C)(N(C)C)=O>[CH2:15]([C:14]1([O:12][CH2:13]1)[CH2:18][CH2:19][C:2]1[O:1][CH2:6][CH2:5][CH2:4][CH:3]=1)[CH3:16]. Reported procedure: To a stirred solution of 3.2 g of dihydropyran and 1.4 g of dry tetrahydrofuran at 0° C. was added dropwise 50 ml 2 M tert-butyl lithium. The reaction was allowed to warm to room temperature, then cooled to -10° to -20° C., and 10 g of 1,2-epoxy-2-(ethyl)-4-iodobutane and 0.7 g of hexamethylphosphoramide was added dropwise over 10 minutes. After stirring for 2 hours at -15° to -20° C., 6-8 ml of dry tetrahydrofuran was added. The reaction mixture was allowed to warm to room temperature, stirred ... Starting materials: NC1=C(C=C(C(=C1)F)Cl)C(=O)C1=CC=CC=C1 ((2-Amino-5-chloro-4-fluoro-phenyl)-phenyl-methanone), C1(CCCCC1)C(CC#N)=O (3-Cyclohexyl-3-oxo-propionitrile). Yields the product ClC=1C=C2C(=C(C(=NC2=CC1F)C1CCCCC1)C#N)C1=CC=CC=C1 (6-Chloro-2-cyclohexyl-7-fluoro-4-phenyl-quinoline-3-carbonitrile). RXN SMILES: [NH2:1][C:2]1[CH:7]=[C:6]([F:8])[C:5]([Cl:9])=[CH:4][C:3]=1[C:10]([C:12]1[CH:17]=[CH:16][CH:15]=[CH:14][CH:13]=1)=O.[CH:18]1([C:24](=O)[CH2:25][C:26]#[N:27])[CH2:23][CH2:22][CH2:21][CH2:20][CH2:19]1>>[Cl:9][C:5]1[CH:4]=[C:3]2[C:2](=[CH:7][C:6]=1[F:8])[N:1]=[C:24]([CH:18]1[CH2:23][CH2:22][CH2:21][CH2:20][CH2:19]1)[C:25]([C:26]#[N:27])=[C:10]2[C:12]1[CH:17]=[CH:16][CH:15]=[CH:14][CH:13]=1. Reported procedure: The title compound was prepared in analogy to example 101 step B from (2-amino-5-chloro-4-fluoro-phenyl)-phenyl-methanone (prepared as described in example 105 step D) and 3-cyclohexyl-3-oxo-propionitrile (prepared as described in example 110 step A). Off-white solid. MS (ESI): 365.4 (M+H)+. The reactants are CC(=O)OCC(=O)Cl, ClCCl, CCN(C)c1cccc(N)c1C#N, O, c1ccncc1. The product is CCN(C)c1cccc(NC(=O)COC(C)=O)c1C#N. Reaction SMILES: [C:20]([CH3:21])(=[O:22])[O:23][CH2:24][C:25](=[O:26])[Cl:27].[CH2:29]([Cl:30])[Cl:31].[NH2:1][c:2]1[c:3]([C:4]#[N:5])[c:6]([N:10]([CH3:11])[CH2:12][CH3:13])[cH:7][cH:8][cH:9]1.[OH2:28].[cH:14]1[cH:15][cH:16][n:17][cH:18][cH:19]1>>[NH:1]([c:2]1[c:3]([C:4]#[N:5])[c:6]([N:10]([CH3:11])[CH2:12][CH3:13])[cH:7][cH:8][cH:9]1)[C:25]([CH2:24][O:23][C:20]([CH3:21])=[O:22])=[O:26]. Starting materials: [BH4-], N#Cc1ccc(CCC2CCC(C=O)CC2)cc1, [Na+]. Product: N#Cc1ccc(CCC2CCC(CO)CC2)cc1. RXN SMILES: [BH4-:19].[C:1](#[N:2])[c:3]1[cH:4][cH:5][c:6]([CH2:9][CH2:10][CH:11]2[CH2:12][CH2:13][CH:14]([CH:17]=[O:18])[CH2:15][CH2:16]2)[cH:7][cH:8]1.[Na+:20]>>[C:1](#[N:2])[c:3]1[cH:4][cH:5][c:6]([CH2:9][CH2:10][CH:11]2[CH2:12][CH2:13][CH:14]([CH2:17][OH:18])[CH2:15][CH2:16]2)[cH:7][cH:8]1. Starting materials: C(C1=CC=CC=C1)OC1=CC=C(C=O)C=C1 (4-benzyloxybenzaldehyde), COCC(=O)OC (methyl methoxyacetate), Cl (HCl), C[Si](C)(C)[N-][Si](C)(C)C.[Na+] (Sodium bis-(trimethylsilyl)amide). The solvent is C1CCOC1 (THF), O (water). Yields the product OC(C(C(=O)OC)OC)C1=CC=C(C=C1)OCC1=CC=CC=C1 (methyl 3-hydroxy-2-methoxy-3-[4(phenylmethoxy)phenyl]propanoate). The yield is 105.1%. Reaction SMILES: C[Si]([N-][Si](C)(C)C)(C)C.[Na+].[CH2:11]([O:18][C:19]1[CH:26]=[CH:25][C:22]([CH:23]=[O:24])=[CH:21][CH:20]=1)[C:12]1[CH:17]=[CH:16][CH:15]=[CH:14][CH:13]=1.[CH3:27][O:28][CH2:29][C:30]([O:32][CH3:33])=[O:31].Cl>C1COCC1.O>[OH:24][CH:23]([C:22]1[CH:21]=[CH:20][C:19]([O:18][CH2:11][C:12]2[CH:13]=[CH:14][CH:15]=[CH:16][CH:17]=2)=[CH:26][CH:25]=1)[CH:29]([O:28][CH3:27])[C:30]([O:32][CH3:33])=[O:31] |f:0.1|. Procedure details: Sodium bis-(trimethylsilyl)amide (440 mL 0.44 mol 1.0 M in THF) was cooled to −70° C. under a nitrogen atmosphere. A solution of 4-benzyloxybenzaldehyde (85 g, 0.4 mol) and methyl methoxyacetate (52 g, 0.5 mol) in THF (0.5 L) was added dropwise at −70° C. over 2 hours, and the mixture was stirred for an hour. A solution of concentrated HCl (85 mL) and water (85 mL) was added at −70° C. The resulting solution was allowed to warm to ambient temperature and was extracted with MTBE (2×0.5 L). The co... Starting materials: ClC(Cl)Cl, [Ca+2], O=C(OO)c1cccc(Cl)c1, C=C1C(CC)CCC1Cc1ccc(Cl)cc1, [OH-], [OH-], O. Product: CCC1CCC(Cc2ccc(Cl)cc2)C12CO2. As a reaction SMILES: [CH:1]([Cl:2])([Cl:3])[Cl:4].[Ca+2:33].[Cl:21][c:22]1[cH:23][cH:24][cH:25][c:26]([C:27]([O:28][OH:30])=[O:29])[cH:31]1.[Cl:5][c:6]1[cH:7][cH:8][c:9]([CH2:10][CH:11]2[C:12](=[CH2:18])[CH:13]([CH2:16][CH3:17])[CH2:14][CH2:15]2)[cH:19][cH:20]1.[OH-:32].[OH-:34].[OH2:35]>>[Cl:5][c:6]1[cH:7][cH:8][c:9]([CH2:10][CH:11]2[C:12]3([CH:13]([CH2:16][CH3:17])[CH2:14][CH2:15]2)[CH2:18][O:29]3)[cH:19][cH:20]1.